From a dataset of the Open Reaction Database (ORD), a public repository of structured organic reaction records. describe an organic reaction: reactants, conditions, products, and yield Reactants: Cc1nc(S(C)=O)nc2c1cc(Br)c(=O)n2C1CCCC1, [NH4+], C1COCCO1, [OH-]. The product is Cc1nc(N)nc2c1cc(Br)c(=O)n2C1CCCC1. RXN SMILES: [Br:1][c:2]1[cH:3][c:4]2[c:5]([n:6][c:7]([S:11]([CH3:12])=[O:13])[n:8][c:9]2[CH3:10])[n:14]([CH:17]2[CH2:18][CH2:19][CH2:20][CH2:21]2)[c:15]1=[O:16].[NH4+:22].[O:24]1[CH2:25][CH2:26][O:27][CH2:28][CH2:29]1.[OH-:23]>>[Br:1][c:2]1[cH:3][c:4]2[c:5]([n:6][c:7]([NH2:22])[n:8][c:9]2[CH3:10])[n:14]([CH:17]2[CH2:18][CH2:19][CH2:20][CH2:21]2)[c:15]1=[O:16]. The product is O=Cc1ccc(CNC(=O)C2CC2)c(Cl)c1. The reactants are CN(C)C=O, CCOC(C)=O, O=C[O-], O=C(NCc1ccc(I)cc1Cl)C1CC1, [Na+]. As a reaction SMILES: [CH3:20][N:21]([CH3:22])[CH:23]=[O:24].[CH3:25][CH2:26][O:27][C:28](=[O:29])[CH3:30].[CH:16](=[O:17])[O-:18].[Cl:1][c:2]1[c:3]([CH2:9][NH:10][C:11](=[O:12])[CH:13]2[CH2:14][CH2:15]2)[cH:4][cH:5][c:6]([I:8])[cH:7]1.[Na+:19]>>[Cl:1][c:2]1[c:3]([CH2:9][NH:10][C:11](=[O:12])[CH:13]2[CH2:14][CH2:15]2)[cH:4][cH:5][c:6]([CH:16]=[O:17])[cH:7]1. Reactants: C(#N)C1=NC(=C(C2=C1C(=NO2)C=2SC=CC2)O)C(=O)OCC (Ethyl 4-cyano-7-hydroxy-3-(thiophen-2-yl)isoxazolo[4,5-c]pyridine-6-carboxylate), NCC(=O)O (glycine), C[O-].[Na+] (sodium methoxide), Cl (hydrochloric acid). The product is C(#N)C1=NC(=C(C2=C1C(=NO2)C=2SC=CC2)O)C(=O)NCC(=O)O ([(4-Cyano-7-hydroxy-3-thiophen-2-yl-isoxazolo[4,5-c]pyridine-6-carbonyl)-amino]-acetic acid). Yield: 67.9%. As a reaction SMILES: [C:1]([C:3]1[C:8]2[C:9]([C:12]3[S:13][CH:14]=[CH:15][CH:16]=3)=[N:10][O:11][C:7]=2[C:6]([OH:17])=[C:5]([C:18]([O:20]CC)=O)[N:4]=1)#[N:2].[NH2:23][CH2:24][C:25]([OH:27])=[O:26].C[O-].[Na+].Cl>>[C:1]([C:3]1[C:8]2[C:9]([C:12]3[S:13][CH:14]=[CH:15][CH:16]=3)=[N:10][O:11][C:7]=2[C:6]([OH:17])=[C:5]([C:18]([NH:23][CH2:24][C:25]([OH:27])=[O:26])=[O:20])[N:4]=1)#[N:2] |f:2.3|. Procedure details: Ethyl 4-cyano-7-hydroxy-3-(thiophen-2-yl)isoxazolo[4,5-c]pyridine-6-carboxylate (136 mg, 0.432 mmol) and glycine (648 mg, 8.63 mmol) were added to sodium methoxide solution (13 mL, 6.48 mmol, 0.5 M in MeOH) and the mixture was refluxed for 3 days. The mixture was cooled to room temperature and 0.25 M hydrochloric acid was added until pH was 3. The precipitate was isolated by filtration and dried under vacuum to give 101 mg of the title compound. MS: (−) m/z 343.28 (M−1). The reactants are C=CCN1CCCN(c2ccc(C(=O)OCC)cc2)CC1, COc1cc(CCc2cc(N)[nH]n2)cc(OC)c1, C[Al](C)C, Cc1ccccc1. Product: C=CCN1CCCN(c2ccc(C(=O)Nc3cc(CCc4cc(OC)cc(OC)c4)n[nH]3)cc2)CC1. As a reaction SMILES: [CH2:1]([CH:2]=[CH2:3])[N:4]1[CH2:5][CH2:6][N:7]([c:11]2[cH:12][cH:13][c:14]([C:15]([O:17][CH2:16][CH3:18])=[O:19])[cH:20][cH:21]2)[CH2:8][CH2:9][CH2:10]1.[CH3:22][O:23][c:24]1[cH:25][c:26]([CH2:32][CH2:33][c:34]2[cH:35][c:36]([NH2:39])[nH:37][n:38]2)[cH:27][c:28]([O:30][CH3:31])[cH:29]1.[CH3:40][Al:41]([CH3:42])[CH3:43].[CH3:44][c:45]1[cH:46][cH:47][cH:48][cH:49][cH:50]1>>[CH2:1]([CH:2]=[CH2:3])[N:4]1[CH2:5][CH2:6][N:7]([c:11]2[cH:12][cH:13][c:14]([C:15](=[O:17])[NH:39][c:36]3[cH:35][c:34]([CH2:33][CH2:32][c:26]4[cH:25][c:24]([O:23][CH3:22])[cH:29][c:28]([O:30][CH3:31])[cH:27]4)[n:38][nH:37]3)[cH:20][cH:21]2)[CH2:8][CH2:9][CH2:10]1. The reactants are C1(=CC=CC=C1)C1(C(NCCC1)=O)C1=CC=CC=C1 (3,3-diphenylpiperidin-2-one), CC(C)([O-])C.[K+] (potassium tert-butoxide), BrCC(=O)OCC (ethyl 2-bromoacetate). Run in O1CCCC1 (tetrahydrofuran). Run at temperature 80 celsius, time 8 hour. Yields the product O=C1N(CCCC1(C1=CC=CC=C1)C1=CC=CC=C1)CC(=O)OCC (ethyl 2-(2-oxo-3,3-diphenylpiperidin-1-yl)acetate). As a reaction SMILES: [C:1]1([C:7]2([C:14]3[CH:19]=[CH:18][CH:17]=[CH:16][CH:15]=3)[CH2:12][CH2:11][CH2:10][NH:9][C:8]2=[O:13])[CH:6]=[CH:5][CH:4]=[CH:3][CH:2]=1.CC(C)([O-])C.[K+].Br[CH2:27][C:28]([O:30][CH2:31][CH3:32])=[O:29]>O1CCCC1>[O:13]=[C:8]1[C:7]([C:1]2[CH:6]=[CH:5][CH:4]=[CH:3][CH:2]=2)([C:14]2[CH:15]=[CH:16][CH:17]=[CH:18][CH:19]=2)[CH2:12][CH2:11][CH2:10][N:9]1[CH2:27][C:28]([O:30][CH2:31][CH3:32])=[O:29] |f:1.2|. Procedure details: To a solution of the product of Example 68C (2.51 g, 10.00 mmol) in tetrahydrofuran (100 mL) was added potassium tert-butoxide (1.35 g, 12.00 mmol) under nitrogen followed by ethyl 2-bromoacetate (1.22 mL, 11.00 mmol). The reaction mixture was heated to 80° C. and stirred overnight. The reaction mixture was cooled to room temperature, concentrated and then diluted with ethyl acetate. The organic layer was washed with water and brine, dried over magnesium sulfate, filtered and concentrated. Silic... The reactants are COC(=O)c1cccc2[nH]c(NCC3CCN(Cc4cc(Cl)cc(Cl)c4O)CC3)nc12, CCOC(C)=O, CO, Cl, [Li+], [OH-]. Yields the product O=C(O)c1cccc2[nH]c(NCC3CCN(Cc4cc(Cl)cc(Cl)c4O)CC3)nc12. RXN SMILES: [CH3:1][O:2][C:3](=[O:4])[c:5]1[cH:6][cH:7][cH:8][c:9]2[nH:10][c:11]([NH:14][CH2:15][CH:16]3[CH2:17][CH2:18][N:19]([CH2:22][c:23]4[c:24]([OH:31])[c:25]([Cl:30])[cH:26][c:27]([Cl:29])[cH:28]4)[CH2:20][CH2:21]3)[n:12][c:13]12.[CH3:35][CH2:36][O:37][C:38](=[O:39])[CH3:40].[CH3:41][OH:42].[ClH:34].[Li+:32].[OH-:33]>>[O:2]=[C:3]([OH:4])[c:5]1[cH:6][cH:7][cH:8][c:9]2[nH:10][c:11]([NH:14][CH2:15][CH:16]3[CH2:17][CH2:18][N:19]([CH2:22][c:23]4[c:24]([OH:31])[c:25]([Cl:30])[cH:26][c:27]([Cl:29])[cH:28]4)[CH2:20][CH2:21]3)[n:12][c:13]12. The reactants are COC(=O)C1=C(CSC2=CC=C(C=C2)CCC(=O)O)C=CC=C1 (3-(4-{[2-(methoxycarbonyl)benzyl]thio}phenyl)propanoic acid), FC1=C(CNCCCCCCC)C=CC(=C1)F (N-(2,4-difluorobenzyl)-N-heptylamine), F[B-](F)(F)F.N1(N=NC2=C1C=CC=C2)OC(=[N+](C)C)N(C)C (N-[(1H-1,2,3-benzotriazol-1-yloxy)-(dimethylamino)methylene]-N-methylmethanaminium tetrafluoroborate), C(C)(C)N(CC)C(C)C (diisopropylethylamine). Solvent: CN(C)C=O (DMF), CCOC(=O)C (EtOAc). Run at temperature 0 celsius, time 8 hour. The product is FC1=C(CN(C(CCC2=CC=C(C=C2)SCC2=C(C(=O)OC)C=CC=C2)=O)CCCCCCC)C=CC(=C1)F (methyl 2-{[(4-{3-[(2,4-difluorobenzyl)(heptyl)amino]-3-oxopropyl}phenyl)thio]methyl}benzoate). Isolated yield 82.4%. As a reaction SMILES: [F:1][C:2]1[CH:16]=[C:15]([F:17])[CH:14]=[CH:13][C:3]=1[CH2:4][NH:5][CH2:6][CH2:7][CH2:8][CH2:9][CH2:10][CH2:11][CH3:12].[CH3:18][O:19][C:20]([C:22]1[CH:40]=[CH:39][CH:38]=[CH:37][C:23]=1[CH2:24][S:25][C:26]1[CH:31]=[CH:30][C:29]([CH2:32][CH2:33][C:34]([OH:36])=O)=[CH:28][CH:27]=1)=[O:21].F[B-](F)(F)F.N1(OC(N(C)C)=[N+](C)C)C2C=CC=CC=2N=N1.C(N(C(C)C)CC)(C)C>CN(C=O)C.CCOC(C)=O>[F:1][C:2]1[CH:16]=[C:15]([F:17])[CH:14]=[CH:13][C:3]=1[CH2:4][N:5]([CH2:6][CH2:7][CH2:8][CH2:9][CH2:10][CH2:11][CH3:12])[C:34](=[O:36])[CH2:33][CH2:32][C:29]1[CH:28]=[CH:27][C:26]([S:25][CH2:24][C:23]2[CH:37]=[CH:38][CH:39]=[CH:40][C:22]=2[C:20]([O:19][CH3:18])=[O:21])=[CH:31][CH:30]=1 |f:2.3|. Procedure details: N-(2,4-difluorobenzyl)-N-heptylamine (0.64 g, 2.65 mmol) was dissolved in DMF (10 ml), 3-(4-{[2-(methoxycarbonyl)benzyl]thio}phenyl)propanoic acid (0.80 g, 2.41 mmol) was added and the mixture was cooled to 0° C. N-[(1H-1,2,3-benzotriazol-1-yloxy)-(dimethylamino)methylene]-N-methylmethanaminium tetrafluoroborate (0.85 g, 2.65 mmol) and diisopropylethylamine (0.65 g, 5.05 mmol) was added. The mixture was allowed to warm to room temperature and stirred overnight. EtOAc (15 ml) was added and the or...